Dataset: the Open Reaction Database (ORD), a public repository of structured organic reaction records. Task: describe an organic reaction: reactants, conditions, products, and yield The solvent is O (water). Starting materials: C(C)(=O)[O-].[Na+] (sodium acetate), O=P(Cl)(Cl)Cl (POCl3), CN(C)C=O (DMF), C1(=CC=CC=C1)CC(C)=O (phenylacetone). Yields the product ClC(=C(C=O)C1=CC=CC=C1)C (3-chloro-2-phenyl-2-butenal). Run at time 1 hour. As a reaction SMILES: O=P(Cl)(Cl)[Cl:3].CN([CH:9]=[O:10])C.[C:11]1([CH2:17][C:18](=O)[CH3:19])[CH:16]=[CH:15][CH:14]=[CH:13][CH:12]=1.C([O-])(=O)C.[Na+]>O>[Cl:3][C:18]([CH3:19])=[C:17]([C:11]1[CH:16]=[CH:15][CH:14]=[CH:13][CH:12]=1)[CH:9]=[O:10] |f:3.4|. Reported procedure: 0.375 mol (35 mL) of POCl3 was added at 0° C. to a 0.45 mol (35 mL) of DMF. At the end of the addition, the mixture was allowed to warm to room temperature and stirred for 1 h. Then it was cooled again to 0° C. and carefully treated with 0.15 mol (20.1 g) of phenylacetone. The resulting reaction mixture was stirred at the same temperature for 1 h. Then it was poured into a mixture of ice and water, added of sodium acetate and extracted with CHC3 (3×50 mL). The organic phase was separated, washed... Reactants: O=C([O-])[O-], O=C(O)c1ccc([N+](=O)[O-])s1, Nc1cnccc1O, [Na+], [Na+], O, O=S(Cl)Cl, c1ccncc1. Yields the product O=C(Nc1cnccc1O)c1ccc([N+](=O)[O-])s1. RXN SMILES: [C:20](=[O:21])([O-:22])[O-:23].[N+:1](=[O:2])([O-:3])[c:4]1[cH:5][cH:6][c:7]([C:9](=[O:10])[OH:11])[s:8]1.[NH2:12][c:13]1[cH:14][n:15][cH:16][cH:17][c:18]1[OH:19].[Na+:24].[Na+:25].[OH2:36].[S:26]([Cl:27])([Cl:28])=[O:29].[cH:30]1[cH:31][cH:32][n:33][cH:34][cH:35]1>>[N+:1](=[O:2])([O-:3])[c:4]1[cH:5][cH:6][c:7]([C:9](=[O:11])[NH:12][c:13]2[cH:14][n:15][cH:16][cH:17][c:18]2[OH:19])[s:8]1. The reactants are CCCCCCCCCCCCc1ccc(S(=O)(=O)Cl)cc1, Cl, CCOC(=O)Cc1nnc(N)s1, c1ccncc1. Product: CCCCCCCCCCCCc1ccc(S(=O)(=O)Nc2nnc(CC(=O)OCC)s2)cc1. RXN SMILES: [CH2:1]([CH2:2][CH2:3][CH2:4][CH2:5][CH2:6][CH2:7][CH2:8][CH2:9][CH2:10][CH2:11][CH3:12])[c:13]1[cH:14][cH:15][c:16]([S:19](=[O:20])(=[O:21])[Cl:22])[cH:17][cH:18]1.[ClH:35].[NH2:23][c:24]1[n:25][n:26][c:27]([CH2:29][C:30](=[O:31])[O:32][CH2:33][CH3:34])[s:28]1.[cH:36]1[cH:37][cH:38][n:39][cH:40][cH:41]1>>[CH2:1]([CH2:2][CH2:3][CH2:4][CH2:5][CH2:6][CH2:7][CH2:8][CH2:9][CH2:10][CH2:11][CH3:12])[c:13]1[cH:14][cH:15][c:16]([S:19](=[O:20])(=[O:21])[NH:23][c:24]2[n:25][n:26][c:27]([CH2:29][C:30](=[O:31])[O:32][CH2:33][CH3:34])[s:28]2)[cH:17][cH:18]1. Starting materials: [Br-], C=C(C)[Mg+], CCS(N)(=O)=O, Cc1ccccc1, CC(C)[O-], CC(C)[O-], CC(C)[O-], CC(C)[O-], N#Cc1ccc(-c2cncc(C=O)c2)cc1Cl, [Ti+4]. The product is CCS(=O)(=O)NC(c1cncc(-c2ccc(C#N)c(Cl)c2)c1)C(C)C. RXN SMILES: [Br-:24].[C:25](=[CH2:26])([CH3:27])[Mg+:28].[CH2:18]([CH3:19])[S:20](=[O:21])(=[O:22])[NH2:23].[CH3:29][c:30]1[cH:31][cH:32][cH:33][cH:34][cH:35]1.[CH3:36][CH:37]([CH3:38])[O-:39].[CH3:41][CH:42]([CH3:43])[O-:44].[CH3:45][CH:46]([CH3:47])[O-:48].[CH3:49][CH:50]([CH3:51])[O-:52].[Cl:1][c:2]1[c:3]([C:4]#[N:5])[cH:6][cH:7][c:8](-[c:10]2[cH:11][n:12][cH:13][c:14]([CH:16]=[O:17])[cH:15]2)[cH:9]1.[Ti+4:40]>>[Cl:1][c:2]1[c:3]([C:4]#[N:5])[cH:6][cH:7][c:8](-[c:10]2[cH:11][n:12][cH:13][c:14]([CH:16]([NH:23][S:20]([CH2:18][CH3:19])(=[O:21])=[O:22])[CH:25]([CH3:26])[CH3:27])[cH:15]2)[cH:9]1. Starting materials: CCCCCc1c(C)cccc1C(=O)NC1(C(=O)OCC)Cc2ccccc2C1, CCO, [K+], [OH-], O. The product is CCCCCc1c(C)cccc1C(=O)NC1(C(=O)O)Cc2ccccc2C1. As a reaction SMILES: [CH2:1]([CH3:2])[O:3][C:4](=[O:5])[C:6]1([NH:15][C:16]([c:17]2[c:18]([CH2:24][CH2:25][CH2:26][CH2:27][CH3:28])[c:19]([CH3:23])[cH:20][cH:21][cH:22]2)=[O:29])[CH2:7][c:8]2[cH:9][cH:10][cH:11][cH:12][c:13]2[CH2:14]1.[CH3:33][CH2:34][OH:35].[K+:31].[OH-:30].[OH2:32]>>[O:3]=[C:4]([OH:5])[C:6]1([NH:15][C:16]([c:17]2[c:18]([CH2:24][CH2:25][CH2:26][CH2:27][CH3:28])[c:19]([CH3:23])[cH:20][cH:21][cH:22]2)=[O:29])[CH2:7][c:8]2[cH:9][cH:10][cH:11][cH:12][c:13]2[CH2:14]1. Reactants: NC[C@@H]1CN(CCC1)CC1CCCCC1 ((3R)-3-aminomethyl-1-(cyclohexylmethyl)piperidine), C(C)(C)(C)OC(=O)NCC(=O)O ((tert-butoxycarbonyl)-glycine). The product is NCC(=O)NC[C@@H]1CN(CCC1)CC1CCCCC1 (2-amino-N-{((3R)-1-cyclohexylmethyl-3-piperidyl)methyl}acetamide). RXN SMILES: [NH2:1][CH2:2][C@H:3]1[CH2:8][CH2:7][CH2:6][N:5]([CH2:9][CH:10]2[CH2:15][CH2:14][CH2:13][CH2:12][CH2:11]2)[CH2:4]1.C(OC([NH:23][CH2:24][C:25](O)=[O:26])=O)(C)(C)C>>[NH2:23][CH2:24][C:25]([NH:1][CH2:2][C@H:3]1[CH2:8][CH2:7][CH2:6][N:5]([CH2:9][CH:10]2[CH2:15][CH2:14][CH2:13][CH2:12][CH2:11]2)[CH2:4]1)=[O:26]. Procedure details: The title compound was prepared by conducting procedures similar to Steps 1-2 of Example 17, using (3R)-3-aminomethyl-1-(cyclohexylmethyl)piperidine and (tert-butoxycarbonyl)-glycine. Reactants: N1=CC=CC2=C3OC(CCC3=CC=C12)COS(=O)(=O)C1=CC=C(C=C1)C (Toluene-4-sulfonic acid 7,8-dihydro-6H-5-oxa-1-aza-phenanthren-6-ylmethyl ester), FC=1C=C2C(=CNC2=CC1)C=1CCNCC1 (5-fluoro-3-(1,2,3,6-tetrahydro-4-pyridinyl)-1H-indole). Solvent: CS(=O)C (DMSO). Conditions: temperature 77.5 celsius. The product is FC=1C=C2C(=CNC2=CC1)C=1CCN(CC1)CC1OC2=C3C=CC=NC3=CC=C2CC1 (6-[4-(5-Fluoro-1H-indol-3-yl)-3,6-dihydro-2H-pyridin-1-ylmethyl]-7,8-dihydro-6H-5-oxa-1aza-phenanthrene). Isolated yield 6.2%. As a reaction SMILES: [N:1]1[C:14]2[C:5](=[C:6]3[C:11](=[CH:12][CH:13]=2)[CH2:10][CH2:9][CH:8]([CH2:15]OS(C2C=CC(C)=CC=2)(=O)=O)[O:7]3)[CH:4]=[CH:3][CH:2]=1.[F:27][C:28]1[CH:29]=[C:30]2[C:34](=[CH:35][CH:36]=1)[NH:33][CH:32]=[C:31]2[C:37]1[CH2:38][CH2:39][NH:40][CH2:41][CH:42]=1>CS(C)=O>[F:27][C:28]1[CH:29]=[C:30]2[C:34](=[CH:35][CH:36]=1)[NH:33][CH:32]=[C:31]2[C:37]1[CH2:38][CH2:39][N:40]([CH2:15][CH:8]2[CH2:9][CH2:10][C:11]3[C:6](=[C:5]4[C:14](=[CH:13][CH:12]=3)[N:1]=[CH:2][CH:3]=[CH:4]4)[O:7]2)[CH2:41][CH:42]=1. Procedure: Toluene-4-sulfonic acid 7,8-dihydro-6H-5-oxa-1-aza-phenanthren-6-ylmethyl ester (0.22 g, 1.67 mmole) and 5-fluoro-3-(1,2,3,6-tetrahydro-4-pyridinyl)-1H-indole (4.0 g, 1.8 mmole) were combined in 200 mL of DMSO and heated at 75-80° C. under nitrogen for 13 hours. After cooling to room temperature, the mixture was partitioned between 400 mL each of ethyl acetate and saturated sodium bicarbonate solution. The organic phase was removed, washed with saturated brine, dried over magnesium sulfate and c...